From a dataset of the Open Reaction Database (ORD), a public repository of structured organic reaction records. describe an organic reaction: reactants, conditions, products, and yield The reactants are [Al+3], CCOC(=O)NC1CCc2ccc(OCCNS(=O)(=O)CC3CC3)cc2C1Cc1ccccc1, C1CCOC1, CC(C)O, ClCCl, Cl, [H-], [H-], [H-], [H-], [Li+], [Na+], [OH-]. Product: CNC1CCc2ccc(OCCNS(=O)(=O)CC3CC3)cc2C1Cc1ccccc1, Cl. Reaction SMILES: [Al+3:36].[CH2:1]([c:2]1[cH:3][cH:4][cH:5][cH:6][cH:7]1)[CH:8]1[CH:9]([NH:29][C:30](=[O:31])[O:32][CH2:33][CH3:34])[CH2:10][CH2:11][c:12]2[cH:13][cH:14][c:15]([O:18][CH2:19][CH2:20][NH:21][S:22](=[O:23])(=[O:24])[CH2:25][CH:26]3[CH2:27][CH2:28]3)[cH:16][c:17]21.[CH2:48]1[O:49][CH2:50][CH2:51][CH2:52]1.[CH:43]([OH:44])([CH3:45])[CH3:46].[Cl:53][CH2:54][Cl:55].[ClH:47].[H-:35].[H-:38].[H-:39].[H-:40].[Li+:37].[Na+:42].[OH-:41]>>[CH2:1]([c:2]1[cH:3][cH:4][cH:5][cH:6][cH:7]1)[CH:8]1[CH:9]([NH:29][CH3:30])[CH2:10][CH2:11][c:12]2[cH:13][cH:14][c:15]([O:18][CH2:19][CH2:20][NH:21][S:22](=[O:23])(=[O:24])[CH2:25][CH:26]3[CH2:27][CH2:28]3)[cH:16][c:17]21.[ClH:47]. The reactants are FC1=CC=C(C=C1)NN (4-Fluorophenylhydrazine), CCOC(=O)C(C(=O)C)C(=O)C (ethyl diacetoacetate). The solvent is C(C)O (ethanol). The product is FC1=CC=C(C=C1)N1N=C(C(=C1C)C(=O)OCC)C (ethyl 1-(4-fluorophenyl)-3,5-dimethylpyrazole-4-carboxylate). Isolated yield 96.2%. RXN SMILES: [F:1][C:2]1[CH:7]=[CH:6][C:5]([NH:8][NH2:9])=[CH:4][CH:3]=1.[CH3:10][CH2:11][O:12][C:13]([CH:15]([C:19]([CH3:21])=O)[C:16]([CH3:18])=O)=[O:14]>C(O)C>[F:1][C:2]1[CH:7]=[CH:6][C:5]([N:8]2[C:19]([CH3:21])=[C:15]([C:13]([O:12][CH2:11][CH3:10])=[O:14])[C:16]([CH3:18])=[N:9]2)=[CH:4][CH:3]=1. Procedure details: 4-Fluorophenylhydrazine (7.75 g) and ethyl diacetoacetate (10.6 g) were added to ethanol (30 ml) and the mixture was refluxed for 3 h. The solvent was evaporated under reduced pressure and diisopropyl ether was added to the residue to allow crystallization. The crystals were recrystallized from a mixed solvent of ethyl acetate-diisopropyl ether to give ethyl 1-(4-fluorophenyl)-3,5-dimethylpyrazole-4-carboxylate (15.5 g), melting point: 59–60° C. The solvent is ClCCl (dichloromethane). Isolated yield 15.0%. The reactants are C(C)(C)(C)NC(=O)C1=CN(C2=NC=C(N=C21)C=2N=CC=C1C2N(C=C1)COCC[Si](C)(C)C)COCC[Si](C)(C)C (N-tert-butyl-5-((2-(trimethylsilyl)ethoxy)methyl)-2-(1-((2-(trimethylsilyl)ethoxy)methyl)-1H-pyrrolo[2,3-c]pyridin-7-yl)-5H-pyrrolo[2,3-b]pyrazine-7-carboxamide), FC(C(=O)O)(F)F (trifluoroacetic acid). Yields the product C(C)(C)(C)NC(=O)C1=CNC2=NC=C(N=C21)C=2N=CC=C1C2NC=C1 (2-(1H-pyrrolo[2,3-c]pyridin-7-yl)-5H-pyrrolo[2,3-b]pyrazine-7-carboxylic acid tert-butylamide). Procedure: To a stirred solution of N-tert-butyl-5-((2-(trimethylsilyl)ethoxy)methyl)-2-(1-((2-(trimethylsilyl)ethoxy)methyl)-1H-pyrrolo[2,3-c]pyridin-7-yl)-5H-pyrrolo[2,3-b]pyrazine-7-carboxamide (0.13 g, 219 μmol) in dichloromethane (2 mL) was added trifluoroacetic acid (1 mL). After 15 h, the mixture was concentrated in vacuo then 25 mL of a Jan. 10, 1960 mixture of ammonium hydroxide/methanol/dichloromethane added. After 1 h the mixture was concentrated in vacuo. Purification by chromatography (silica,... RXN SMILES: [C:1]([NH:5][C:6]([C:8]1[C:16]2[C:11](=[N:12][CH:13]=[C:14]([C:17]3[N:18]=[CH:19][CH:20]=[C:21]4[CH:25]=[CH:24][N:23](COCC[Si](C)(C)C)[C:22]=34)[N:15]=2)[N:10](COCC[Si](C)(C)C)[CH:9]=1)=[O:7])([CH3:4])([CH3:3])[CH3:2].FC(F)(F)C(O)=O>ClCCl>[C:1]([NH:5][C:6]([C:8]1[C:16]2[C:11](=[N:12][CH:13]=[C:14]([C:17]3[N:18]=[CH:19][CH:20]=[C:21]4[CH:25]=[CH:24][NH:23][C:22]=34)[N:15]=2)[NH:10][CH:9]=1)=[O:7])([CH3:4])([CH3:2])[CH3:3]. Reaction conditions: time 15 hour. Reactants: ClC1C(C2(C=CC(C1=O)CC2)OC)=O (3-chloro-1-methoxybicyclo[3.2.2]non-6-en-2,4-dione). The reagents and catalysts are [Zn] (Zinc). Solvent: C(C)(=O)O (acetic acid). Run at temperature 95 celsius. Yields the product COC12C(CC(C(C=C1)CC2)=O)=O (1-methoxybicyclo[3.2.2]non-6-en-2,4-dione). RXN SMILES: Cl[CH:2]1[C:8](=[O:9])[CH:7]2[CH2:10][CH2:11][C:4]([O:12][CH3:13])([CH:5]=[CH:6]2)[C:3]1=[O:14]>C(O)(=O)C.[Zn]>[CH3:13][O:12][C:4]12[CH2:11][CH2:10][CH:7]([CH:6]=[CH:5]1)[C:8](=[O:9])[CH2:2][C:3]2=[O:14]. Reported procedure: Zinc dust (1.53 g, 0.0233 mol) is added in one portion to a solution of 3-chloro-1-methoxybicyclo[3.2.2]non-6-en-2,4-dione, prepared in Step 1b, in glacial acetic acid (20 ml) and the mixture is heated to 95° C. for 1¾ hours. The mixture is cooled to room temperature, filtered through diatomaceous earth and the filtrate is concentrated under reduced pressure. The residue is partitioned between ethyl acetate and water, and the aqueous phase is extracted with ethyl acetate. The organic extracts ar... The reactants are BrC1=C(C=CC(=C1)OC)OCCCC (2-bromo-1-butoxy-4-methoxybenzene), TEA, O(C1=C(C=CC=C1)P(C1=CC=CC=C1)C1=CC=CC=C1)C1=C(C=CC=C1)P(C1=CC=CC=C1)C1=CC=CC=C1 ((oxydi-2,1-phenylene)bis(diphenylphosphine)), CC1(OBOC1(C)C)C (4,4,5,5-tetramethyl-1,3,2-dioxaborolane). Reagents/catalysts: C(C)(=O)[O-].[Pd+2].C(C)(=O)[O-] (palladium(II) acetate). Run in O1CCOCC1 (1,4-dioxane). Conditions: temperature 95 celsius, time 8 hour. Yields the product C(CCC)OC1=C(C=C(C=C1)OC)B1OC(C(O1)(C)C)(C)C (2-(2-(Butyloxy)-5-(methyloxy)phenyl)-4,4,5,5-tetramethyl-1,3,2-dioxaborolane). Yield: 41.0%. As a reaction SMILES: Br[C:2]1[CH:7]=[C:6]([O:8][CH3:9])[CH:5]=[CH:4][C:3]=1[O:10][CH2:11][CH2:12][CH2:13][CH3:14].O(C1C=CC=CC=1P(C1C=CC=CC=1)C1C=CC=CC=1)C1C=CC=CC=1P(C1C=CC=CC=1)C1C=CC=CC=1.[CH3:54][C:55]1([CH3:62])[C:59]([CH3:61])([CH3:60])[O:58][BH:57][O:56]1>O1CCOCC1.C([O-])(=O)C.[Pd+2].C([O-])(=O)C>[CH2:11]([O:10][C:3]1[CH:4]=[CH:5][C:6]([O:8][CH3:9])=[CH:7][C:2]=1[B:57]1[O:58][C:59]([CH3:61])([CH3:60])[C:55]([CH3:62])([CH3:54])[O:56]1)[CH2:12][CH2:13][CH3:14] |f:4.5.6|. Reported procedure: A mixture of 2-bromo-1-butoxy-4-methoxybenzene (1.2 g, 4.7 mmol), TEA (2.6 mL, 19 mmol), (oxydi-2,1-phenylene)bis(diphenylphosphine) (0.51 g, 0.95 mmol) (Aldrich, CAS# 166330-10-5), palladium(II) acetate (0.11 g, 0.47 mmol), and 4,4,5,5-tetramethyl-1,3,2-dioxaborolane (2.1 mL, 14 mmol) (Aldrich, CAS# 25015-63-8) in 1,4-dioxane (5.0 mL) was stirred overnight at 95° C. The mixture was cooled to room temperature, quenched with saturated aqueous ammonium chloride, and extracted with ether. The combi... Starting materials: CC(=O)C1=CC2=CC=CC=C2C=C1 (2-acetonaphthone), C(C)(=O)C1=CC=CC=C1 (acetophenone), C(C1=CC=CC=C1)CC(C)=O (benzylacetone), C(C)(=O)C1=CC=CC=C1 (acetophenone), C(C1=CC=CC=C1)=O (benzaldehyde), CC(C)(C)[O-].[K+] (KOtBu), C(C1=CC=CC=C1)(=O)C1=CC=CC=C1 (benzophenone), C(CC)(=O)C1=CC=CC=C1 (propiophenone), ortho-Cl, C(C1=CC=CC=C1)=NC1=CC=CC=C1 (N-benzylideneaniline), ketone, chloro substituted acetophenones. The reagents and catalysts are catalyst ( iii ). Product: C(CC)(=O)C1=CC=CC=C1 (propiophenone), C1(=CC=CC=C1)C(CC)O (1-phenylpropanol), ( S ). Reaction SMILES: [C:1]([C:4]1[CH:9]=[CH:8][CH:7]=[CH:6][CH:5]=1)(=[O:3])[CH3:2].[CH3:10]C([O-])(C)C.[K+].[C:16](C1C=CC=CC=1)(=O)CC.CC(C1C=CC2C(=CC=CC=2)C=1)=O.C(C1C=CC=CC=1)(=O)C1C=CC=CC=1.C(CC(=O)C)C1C=CC=CC=1.C(=O)C1C=CC=CC=1.C(=NC1C=CC=CC=1)C1C=CC=CC=1>>[C:1]([C:4]1[CH:9]=[CH:8][CH:7]=[CH:6][CH:5]=1)(=[O:3])[CH2:2][CH3:10].[C:4]1([CH:1]([OH:3])[CH2:2][CH3:16])[CH:9]=[CH:8][CH:7]=[CH:6][CH:5]=1 |f:1.2|. Reported procedure: As can be seen from Table 3, the electronic properties of the substituents on the phenyl ring of the ketone changed the reduction rate but had less effect on the enantioselectivity (18-33%). An acetophenone substituted in the para position by an electron releasing group, such as 4′-methyl and 4′-methoxy, is reduced more slowly than acetophenone (entries 3, 8 and 9). The chloro substituted acetophenones are all reduced faster, especially for the ortho position (entries 3-7). This trend is opposit... Starting materials: NC1CN(C2=CC=CC=C2C1)S(=O)(=O)C1=CC=C(C=C1)NC(=O)NC1=CC=CC=C1 (1-(4-(3-amino-3,4-dihydroquinolin-1(2H)-ylsulfonyl)phenyl)-3-phenylurea), ClC1=C2C(=NC(=N1)N)NN=C2 (4-chloro-1H-pyrazolo[3,4-d]pyrimidin-6-amine), C(C)(C)N(CC)C(C)C (diisopropylethylamine), O (water). Run in CC(=O)N(C)C (dimethyl acetamide). Reaction conditions: temperature 120 celsius, time 20 hour. Yields the product NC1=NC(=C2C(=N1)NN=C2)NC2CN(C1=CC=CC=C1C2)S(=O)(=O)C2=CC=C(C=C2)NC(=O)NC2=CC=CC=C2 (1-(4-(3-(6-amino-1H-pyrazolo[3,4-d]pyrimidin-4-ylamino)-3,4-dihydroquinolin-1(2H)-ylsulfonyl)phenyl)-3-phenylurea). As a reaction SMILES: [NH2:1][CH:2]1[CH2:11][C:10]2[C:5](=[CH:6][CH:7]=[CH:8][CH:9]=2)[N:4]([S:12]([C:15]2[CH:20]=[CH:19][C:18]([NH:21][C:22]([NH:24][C:25]3[CH:30]=[CH:29][CH:28]=[CH:27][CH:26]=3)=[O:23])=[CH:17][CH:16]=2)(=[O:14])=[O:13])[CH2:3]1.Cl[C:32]1[N:37]=[C:36]([NH2:38])[N:35]=[C:34]2[NH:39][N:40]=[CH:41][C:33]=12.C(N(C(C)C)CC)(C)C.O>CC(N(C)C)=O>[NH2:38][C:36]1[N:35]=[C:34]2[NH:39][N:40]=[CH:41][C:33]2=[C:32]([NH:1][CH:2]2[CH2:11][C:10]3[C:5](=[CH:6][CH:7]=[CH:8][CH:9]=3)[N:4]([S:12]([C:15]3[CH:20]=[CH:19][C:18]([NH:21][C:22]([NH:24][C:25]4[CH:30]=[CH:29][CH:28]=[CH:27][CH:26]=4)=[O:23])=[CH:17][CH:16]=3)(=[O:13])=[O:14])[CH2:3]2)[N:37]=1. Procedure details: To a solution of 1-(4-(3-amino-3,4-dihydroquinolin-1(2H)-ylsulfonyl)phenyl)-3-phenylurea in dimethyl acetamide (1 mL) was added 4-chloro-1H-pyrazolo[3,4-d]pyrimidin-6-amine (135 mg, 1.0 mmol) and diisopropylethylamine (0.4 mL, 0.30 g, 2.30 mmol). The reaction mixture was stirred at 120° C. for 20 hours. After cooling to room temperature the mixture was poured into water (10 ml) and extracted with ethyl acetate (3×10 ml). The combined organics were dried over sodium sulfate and concentrated to gi... The reactants are ( ii ), N1=CC=C(C=C1)C=CC=O (3-pyridin-4-yl-2-propen-1-one), N1=CC=C(C=C1)CCC=O (3-pyridin-4-ylpropan-1-one), ( iii ), ( i ), C(C=C)=O (2-propen-1-one), C(CC)=O (propan-1-one). The product is N1CCC(CC1)CCC=O (3-piperidin-4-ylpropan-1-one). As a reaction SMILES: [N:1]1[CH:6]=[CH:5][C:4]([CH:7]=[CH:8][CH:9]=[O:10])=[CH:3][CH:2]=1.C(=O)C=C.N1C=CC(CCC=O)=CC=1.C(=O)CC>>[NH:1]1[CH2:6][CH2:5][CH:4]([CH2:7][CH2:8][CH:9]=[O:10])[CH2:3][CH2:2]1. Procedure: Alternatively, hydrogenation of the 3-pyridin-4-yl-2-propen-1-one is carried out by (i) hydrogenating the 2-propen-1-one until conversion to the corresponding 3-pyridin-4-ylpropan-1-one is complete, (ii) optionally alkylating the propan-1-one with a compound of the formula L-R20 or X-R21 (wherein R20 and R21 are as defined above), and then (iii) continuing hydrogenation to give the corresponding 3-piperidin-4-ylpropan-1-one. Hydrogenation of the propenone to the 3-pyridin-4-ylpropan-1-one is car... Product: C1(=CC=C(C=C1)S(=O)(=O)OC1=C2C(=NC=3C=CC=CC13)C(OC2)(C)C)C (1,3-Dihydro-3,3-dimethylfuro[3,4-b]quinolin-9-ol p-toluenesulfonate). Reaction SMILES: [CH3:1][C:2]1([CH3:16])[C:6]2[NH:7][C:8]3[CH:9]=[CH:10][CH:11]=[CH:12][C:13]=3[C:14](=[O:15])[C:5]=2[CH2:4][O:3]1.[S:17](Cl)([C:20]1[CH:26]=[CH:25][C:23]([CH3:24])=[CH:22][CH:21]=1)(=[O:19])=[O:18]>N1C=CC=CC=1>[C:23]1([CH3:24])[CH:25]=[CH:26][C:20]([S:17]([O:15][C:14]2[C:13]3[CH:12]=[CH:11][CH:10]=[CH:9][C:8]=3[N:7]=[C:6]3[C:2]([CH3:16])([CH3:1])[O:3][CH2:4][C:5]=23)(=[O:19])=[O:18])=[CH:21][CH:22]=1. Run in N1=CC=CC=C1 (pyridine). Reported procedure: The compound of formula VI, 3,4-dihydro-3,3-dimethylfuro[3,4-b]quinolin-9(1H)-one (4.3 g, described in Example 8), is added portionwise to a solution of tosyl chloride (3.8 g) in dry pyridine (50 ml) at 0° C. The solution is stirred at 0° C. for 30 minutes and saturated salt solution is added. The mixture is extracted with ether and the ether extract is evaporated. Toluene is added to the residue and the solution is evaporated. The residue is crystallized from methanol to give the title compound... Reactants: formula VI, CC1(OCC2=C1NC=1C=CC=CC1C2=O)C (3,4-dihydro-3,3-dimethylfuro[3,4-b]quinolin-9(1H)-one), S(=O)(=O)(C1=CC=C(C)C=C1)Cl (tosyl chloride). Run at temperature 0 celsius, time 30 minute. Reactants: CN(C=1C(=NC2=CC=C(C=C2N1)C(=O)OC)OS(=O)(=O)C(F)(F)F)[C@@H](C)C1=CC=CC=C1 ((S)-methyl 3-(methyl(1-phenylethyl)amino)-2-(trifluoromethylsulfonyloxy)quinoxaline-6-carboxylate), CC1(OB(OC1(C)C)C=1C=C2C=NN(C2=CC1)C(=O)OC(C)(C)C)C (tert-butyl 5-(4,4,5,5-tetramethyl-1,3,2-dioxaborolan-2-yl)-1H-indazole-1-carboxylate), C(=O)([O-])[O-].[K+].[K+] (K2CO3), O (water). RXN SMILES: [CH3:1][N:2]([C@H:25]([C:27]1[CH:32]=[CH:31][CH:30]=[CH:29][CH:28]=1)[CH3:26])[C:3]1[C:4](OS(C(F)(F)F)(=O)=O)=[N:5][C:6]2[C:11]([N:12]=1)=[CH:10][C:9]([C:13]([O:15][CH3:16])=[O:14])=[CH:8][CH:7]=2.CC1(C)C(C)(C)OB([C:41]2[CH:42]=[C:43]3[C:47](=[CH:48][CH:49]=2)[N:46](C(OC(C)(C)C)=O)[N:45]=[CH:44]3)O1.C([O-])([O-])=O.[K+].[K+].O>COCCOC.C1C=CC([P]([Pd]([P](C2C=CC=CC=2)(C2C=CC=CC=2)C2C=CC=CC=2)([P](C2C=CC=CC=2)(C2C=CC=CC=2)C2C=CC=CC=2)[P](C2C=CC=CC=2)(C2C=CC=CC=2)C2C=CC=CC=2)(C2C=CC=CC=2)C2C=CC=CC=2)=CC=1>[NH:46]1[C:47]2[C:43](=[CH:42][C:41]([C:4]3[C:3]([N:2]([CH3:1])[C@H:25]([C:27]4[CH:32]=[CH:31][CH:30]=[CH:29][CH:28]=4)[CH3:26])=[N:12][C:11]4[C:6](=[CH:7][CH:8]=[C:9]([C:13]([O:15][CH3:16])=[O:14])[CH:10]=4)[N:5]=3)=[CH:49][CH:48]=2)[CH:44]=[N:45]1 |f:2.3.4,^1:74,76,95,114|. Reagents/catalysts: C=1C=CC(=CC1)[P](C=2C=CC=CC2)(C=3C=CC=CC3)[Pd]([P](C=4C=CC=CC4)(C=5C=CC=CC5)C=6C=CC=CC6)([P](C=7C=CC=CC7)(C=8C=CC=CC8)C=9C=CC=CC9)[P](C=1C=CC=CC1)(C=1C=CC=CC1)C=1C=CC=CC1 (Pd(PPh3)4). The solvent is COCCOC (ethylene glycol dimethyl ether). Reaction conditions: temperature 90 celsius, time 8 hour. Procedure: To a solution of (S)-methyl 3-(methyl(1-phenylethyl)amino)-2-(trifluoromethylsulfonyloxy)quinoxaline-6-carboxylate (432 mg, crude) in ethylene glycol dimethyl ether (5 mL) was added tert-butyl 5-(4,4,5,5-tetramethyl-1,3,2-dioxaborolan-2-yl)-1H-indazole-1-carboxylate (201 mg, 0.58 mmol), K2CO3 (55 mg, 0.40 mmol), Pd(PPh3)4 (392 mg, 0.34 mmol) and water (1.5 mL) with stirring overnight at 90° C. in an oil bath. The resulting mixture was concentrated under vacuum, dissolved in water (100 mL), extra... The yield is 56.7%. Product: N1N=CC2=CC(=CC=C12)C1=NC2=CC=C(C=C2N=C1N([C@@H](C)C1=CC=CC=C1)C)C(=O)OC ((S)-methyl 2-(1H-indazol-5-yl)-3-(methyl(1-phenylethyl)amino)quinoxaline-6-carboxylate).